This data is from the Open Reaction Database (ORD), a public repository of structured organic reaction records. The task is: describe an organic reaction: reactants, conditions, products, and yield The reactants are solid, C([O-])([O-])=O.[K+].[K+] (potassium carbonate), N1(CCNCC1)C=1C=C(C=CC1)O (3-Piperazin-1-yl-phenol), Cl (HCl), O=P(Cl)(Cl)Cl (POCl3). The solvent is CCO (EtOH). Conditions: temperature 5 celsius. The product is OC1=C(C=O)C=CC(=C1)N1CCNCC1 (2-hydroxy4-piperazin-1-yl-benzaldehyde). RXN SMILES: [N:1]1([C:7]2[CH:8]=[C:9]([OH:13])[CH:10]=[CH:11][CH:12]=2)[CH2:6][CH2:5][NH:4][CH2:3][CH2:2]1.Cl.O=P(Cl)(Cl)Cl.[C:20](=O)([O-])[O-:21].[K+].[K+]>CCO>[OH:13][C:9]1[CH:8]=[C:7]([N:1]2[CH2:2][CH2:3][NH:4][CH2:5][CH2:6]2)[CH:12]=[CH:11][C:10]=1[CH:20]=[O:21] |f:3.4.5|. Procedure details: 890 mg (5 mmol) 3-Piperazin-1-yl-phenol are suspended in 100 mL EtOH and treated with 0.42 mL (1 eq.) 12N HCl at a temperature below 10° C. The suspension is stirred an hour and slowly evaporated. The remaining beige powder is dried under high vacuum, then taken up in 60 mL DMF. The solution is cooled to 5° C. under argon, 0.503 mL (1.1 eq.) POCl3 added dropwise and the reaction mixture stirred for an hour at room temperature, then 30 minutes at 80° C., and finally allowed to cool to room temper... Reactants: F[B-](F)(F)F, CC(C)(C)c1ccc(CNCCC(C(F)(F)F)C(F)(F)F)cc1, CCN(C(C)C)C(C)C, O=C(O)c1cc(Cl)cc2cc[nH]c12, Cl, CN(C)C=O, O, CN(C)C(On1nnc2ccccc21)=[N+](C)C. The product is CC(C)(C)c1ccc(CN(CCC(C(F)(F)F)C(F)(F)F)C(=O)c2cc(Cl)cc3cc[nH]c23)cc1. As a reaction SMILES: [B-:14]([F:15])([F:16])([F:17])[F:18].[C:46]([CH3:47])([CH3:48])([CH3:49])[c:50]1[cH:51][cH:52][c:53]([CH2:54][NH:55][CH2:56][CH2:57][CH:58]([C:59]([F:60])([F:61])[F:62])[C:63]([F:64])([F:65])[F:66])[cH:67][cH:68]1.[CH:36]([N:37]([CH2:38][CH3:39])[CH:40]([CH3:41])[CH3:42])([CH3:43])[CH3:44].[Cl:1][c:2]1[cH:3][c:4]2[cH:5][cH:6][nH:7][c:8]2[c:9]([C:11](=[O:12])[OH:13])[cH:10]1.[ClH:45].[O:69]=[CH:70][N:71]([CH3:72])[CH3:73].[OH2:74].[n:19]1([O:20][C:21]([N:22]([CH3:23])[CH3:24])=[N+:25]([CH3:26])[CH3:27])[c:28]2[cH:29][cH:30][cH:31][cH:32][c:33]2[n:34][n:35]1>>[Cl:1][c:2]1[cH:3][c:4]2[cH:5][cH:6][nH:7][c:8]2[c:9]([C:11](=[O:13])[N:55]([CH2:54][c:53]2[cH:52][cH:51][c:50]([C:46]([CH3:47])([CH3:48])[CH3:49])[cH:68][cH:67]2)[CH2:56][CH2:57][CH:58]([C:59]([F:60])([F:61])[F:62])[C:63]([F:64])([F:65])[F:66])[cH:10]1.